The task is: describe an organic reaction: reactants, conditions, products, and yield. This data is from the Open Reaction Database (ORD), a public repository of structured organic reaction records. Starting materials: CC(=O)c1c(C)oc(-c2ccccc2)[n+]1[O-], CC(=O)O, Cl, [Zn]. The product is CC(=O)c1nc(-c2ccccc2)oc1C. Reaction SMILES: [C:2]([CH3:3])(=[O:4])[c:5]1[n+:6]([O-:17])[c:7](-[c:11]2[cH:12][cH:13][cH:14][cH:15][cH:16]2)[o:8][c:9]1[CH3:10].[CH3:18][C:19](=[O:20])[OH:21].[ClH:1].[Zn:22]>>[C:2]([CH3:3])(=[O:4])[c:5]1[n:6][c:7](-[c:11]2[cH:12][cH:13][cH:14][cH:15][cH:16]2)[o:8][c:9]1[CH3:10].